This data is from the Open Reaction Database (ORD), a public repository of structured organic reaction records. The task is: describe an organic reaction: reactants, conditions, products, and yield Starting materials: COc1cc(C=O)cc(OC)c1OC, C[O-], CO, Cl, CC1=C(CC(=O)O)c2cc(F)ccc2C1, [Na+]. Product: COc1cc(C=C2C(C)=C(CC(=O)O)c3cc(F)ccc32)cc(OC)c1OC. As a reaction SMILES: [CH3:16][O:17][c:18]1[cH:19][c:20]([CH:21]=[O:22])[cH:23][c:24]([O:28][CH3:29])[c:25]1[O:26][CH3:27].[CH3:30][O-:31].[CH3:34][OH:35].[ClH:33].[F:1][c:2]1[cH:3][c:4]2[c:8]([cH:9][cH:10]1)[CH2:7][C:6]([CH3:11])=[C:5]2[CH2:12][C:13](=[O:14])[OH:15].[Na+:32]>>[F:1][c:2]1[cH:3][c:4]2[c:8]([cH:9][cH:10]1)[C:7](=[CH:21][c:20]1[cH:19][c:18]([O:17][CH3:16])[c:25]([O:26][CH3:27])[c:24]([O:28][CH3:29])[cH:23]1)[C:6]([CH3:11])=[C:5]2[CH2:12][C:13](=[O:14])[OH:15]. Starting materials: [C+4], CCOC(=O)C1(C(O[Si](C)(C)C(C)(C)C)C(C)N(Cc2ccccc2)Cc2ccccc2)CC1, CO, [OH-], [OH-], [OH-], [OH-], [OH-], [OH-], [Pd+2]. The product is CC1NC(=O)C2(CC2)C1O[Si](C)(C)C(C)(C)C. Reaction SMILES: [C+4:37].[C:1]([CH3:2])([CH3:3])([CH3:4])[Si:5]([O:6][CH:7]([CH:8]([CH3:9])[N:10]([CH2:14][c:15]1[cH:16][cH:17][cH:18][cH:19][cH:20]1)[CH2:21][c:22]1[cH:23][cH:24][cH:30][cH:31][cH:32]1)[C:25]1([C:28]([O:11][CH2:12][CH3:13])=[O:29])[CH2:26][CH2:27]1)([CH3:33])[CH3:34].[CH3:35][OH:36].[OH-:38].[OH-:40].[OH-:41].[OH-:42].[OH-:43].[OH-:44].[Pd+2:39]>>[C:1]([CH3:2])([CH3:3])([CH3:4])[Si:5]([O:6][CH:7]1[CH:8]([CH3:9])[NH:10][C:28](=[O:29])[C:25]12[CH2:26][CH2:27]2)([CH3:33])[CH3:34]. Starting materials: CC(C)N, CC#N, O=C(O)C1CC(=O)N(Cc2ccccc2)C1. Yields the product CC(C)NC(=O)C1CC(=O)N(Cc2ccccc2)C1. RXN SMILES: [CH3:17][CH:18]([CH3:19])[NH2:20].[CH3:21][C:22]#[N:23].[O:1]=[C:2]1[CH2:3][CH:4]([C:14](=[O:15])[OH:16])[CH2:5][N:6]1[CH2:7][c:8]1[cH:9][cH:10][cH:11][cH:12][cH:13]1>>[O:1]=[C:2]1[CH2:3][CH:4]([C:14](=[O:16])[NH:20][CH:18]([CH3:17])[CH3:19])[CH2:5][N:6]1[CH2:7][c:8]1[cH:9][cH:10][cH:11][cH:12][cH:13]1. Reactants: COc1cccc(C(=O)c2sccc2Br)c1, NN, O, OCCO. The product is COc1cccc(C(=NN)c2sccc2Br)c1. Reaction SMILES: [Br:1][c:2]1[c:3]([C:7](=[O:8])[c:9]2[cH:10][c:11]([O:15][CH3:16])[cH:12][cH:13][cH:14]2)[s:4][cH:5][cH:6]1.[NH2:18][NH2:19].[OH2:17].[OH:20][CH2:21][CH2:22][OH:23]>>[Br:1][c:2]1[c:3]([C:7]([c:9]2[cH:10][c:11]([O:15][CH3:16])[cH:12][cH:13][cH:14]2)=[N:18][NH2:19])[s:4][cH:5][cH:6]1. The reactants are COCCOC(=O)Cl, CCN1C(=O)C(C)(C)c2cc3[nH]c(-c4n[nH]cc4N)nc3cc21. The product is CCN1C(=O)C(C)(C)c2cc3[nH]c(-c4n[nH]cc4NC(=O)OCCOC)nc3cc21. RXN SMILES: [Cl:24][C:25](=[O:26])[O:27][CH2:28][CH2:29][O:30][CH3:31].[NH2:1][c:2]1[c:3](-[c:7]2[n:8][c:9]3[c:10]([cH:11][c:12]4[c:16]([cH:17]3)[N:15]([CH2:18][CH3:19])[C:14](=[O:20])[C:13]4([CH3:21])[CH3:22])[nH:23]2)[n:4][nH:5][cH:6]1>>[NH:1]([c:2]1[c:3](-[c:7]2[n:8][c:9]3[c:10]([cH:11][c:12]4[c:16]([cH:17]3)[N:15]([CH2:18][CH3:19])[C:14](=[O:20])[C:13]4([CH3:21])[CH3:22])[nH:23]2)[n:4][nH:5][cH:6]1)[C:25](=[O:26])[O:27][CH2:28][CH2:29][O:30][CH3:31]. Reactants: BrC1=CC(=C(N)C(=C1)F)Cl (4-bromo-2-chloro-6-fluoroaniline), FC(COC=1C=C(C=CC1)B(O)O)(F)F (3-(2,2,2-trifluoroethoxy)phenylboronic acid). Yields the product ClC=1C=C(C=C(C1N)F)C1=CC(=CC=C1)OCC(F)(F)F (3-chloro-5-fluoro-3′-(2,2,2-trifluoroethoxy)biphenyl-4-amine). Yield: 60.4%. RXN SMILES: Br[C:2]1[CH:8]=[C:7]([F:9])[C:5]([NH2:6])=[C:4]([Cl:10])[CH:3]=1.[F:11][C:12]([F:25])([F:24])[CH2:13][O:14][C:15]1[CH:16]=[C:17](B(O)O)[CH:18]=[CH:19][CH:20]=1>>[Cl:10][C:4]1[CH:3]=[C:2]([C:17]2[CH:18]=[CH:19][CH:20]=[C:15]([O:14][CH2:13][C:12]([F:11])([F:24])[F:25])[CH:16]=2)[CH:8]=[C:7]([F:9])[C:5]=1[NH2:6]. Procedure: The title compound (85 mg) was prepared from 4-bromo-2-chloro-6-fluoroaniline (100 mg, 0.44 mmol) and 3-(2,2,2-trifluoroethoxy)phenylboronic acid (127 mg, 0.57 mmol) as a white solid. 1H-NMR (δ ppm, DMSO-d6, 400 MHz): 7.53-7.44 (m, 2H), 7.38-7.26 (m, 3H), 6.94 (d, J 7, 1H), 5.55 (s, 2H), 4.83 (q, J 8.9, 2H).